This data is from the Open Reaction Database (ORD), a public repository of structured organic reaction records. The task is: describe an organic reaction: reactants, conditions, products, and yield As a reaction SMILES: [NH:1]1[CH2:5][CH2:4][CH2:3][C:2]1=[O:6].[N:7]1[CH:12]=[CH:11][CH:10]=[N:9][C:8]=1[N:13]1[CH2:18][CH2:17][NH:16][CH2:15][CH2:14]1.[Cl:19][C:20]1[CH:27]=[CH:26][CH:25]=[CH:24][C:21]=1[CH:22]=O.O>C1(C)C=CC=CC=1>[Cl:19][C:20]1[CH:27]=[CH:26][CH:25]=[CH:24][C:21]=1[CH:22]([N:16]1[CH2:17][CH2:18][N:13]([C:8]2[N:9]=[CH:10][CH:11]=[CH:12][N:7]=2)[CH2:14][CH2:15]1)[N:1]1[CH2:5][CH2:4][CH2:3][C:2]1=[O:6]. Procedure details: A solution of 2-pyrrolidinone (4.25 g, 0.05 mole), 1-(pyrimidin-2-yl)piperazine (8.2 g, 0.05 mole) and 2-chlorobenzaldehyde (7.05 g, 0.05 mole) in 200 mL toluene was stirred and heated for 16 hour with an attached Dean-Stark trap for azeotropic removal of water. The solution was concentrated in vacuo to provide 16.2 g, (87%) of product. Recrystallization from ethanol gave white crystals, m.p. 166°-177°. Product: ClC1=C(C=CC=C1)C(N1C(CCC1)=O)N1CCN(CC1)C1=NC=CC=N1 (1-[(2-Chlorophenyl)[4-(2-pyrimidinyl)-1-piperazinyl]methyl]-2-pyrrolidinone). Yield: 87.0%. Run in C1(=CC=CC=C1)C (toluene). Starting materials: O (water), N1C(CCC1)=O (2-pyrrolidinone), N1=C(N=CC=C1)N1CCNCC1 (1-(pyrimidin-2-yl)piperazine), ClC1=C(C=O)C=CC=C1 (2-chlorobenzaldehyde). Starting materials: FC(F)(F)c1cccnc1Cl, N. Yields the product Nc1ncccc1C(F)(F)F. Reaction SMILES: [Cl:1][c:2]1[n:3][cH:4][cH:5][cH:6][c:7]1[C:8]([F:9])([F:10])[F:11].[NH3:12]>>[c:2]1([NH2:12])[n:3][cH:4][cH:5][cH:6][c:7]1[C:8]([F:9])([F:10])[F:11]. The reactants are O.[OH-].[Li+] (Lithium hydroxide monohydrate), Cl (HCl), FC1=C(C=CC=C1)NC(NC1=CC=C(C=C1)C1=NOC(=C1)C(=O)N[C@H](C(=O)OC)CO)=O ((S)-methyl 2-(3-(4-(3-(2-fluorophenyl)ureido)phenyl)isoxazole-5-carboxamido)-3-hydroxypropanoate), CC(C(C(=O)OC)NC(=O)C1=CC(=NO1)C1=CC=C(C=C1)NC(=O)NC1=CC=C(C=C1)C(F)(F)F)C (Methyl 3-methyl-2-(3-(4-(3-(4-(trifluoromethyl)phenyl)ureido) phenyl)isoxazole-5-carboxamido)butanoate). Run in C1CCOC1 (THF), O (water). Conditions: time 4 hour. Product: FC1=C(C=CC=C1)NC(NC1=CC=C(C=C1)C1=NOC(=C1)C(=O)N[C@H](C(=O)O)CO)=O ((S)-2-(3-(4-(3-(2-Fluorophenyl)ureido)phenyl)isoxazole-5-carboxamido)-3-hydroxypropanoic acid). The yield is 43.9%. Reaction SMILES: [F:1][C:2]1[CH:7]=[CH:6][CH:5]=[CH:4][C:3]=1[NH:8][C:9](=[O:32])[NH:10][C:11]1[CH:16]=[CH:15][C:14]([C:17]2[CH:21]=[C:20]([C:22]([NH:24][C@@H:25]([CH2:30][OH:31])[C:26]([O:28]C)=[O:27])=[O:23])[O:19][N:18]=2)=[CH:13][CH:12]=1.CC(C)C(NC(C1ON=C(C2C=CC(NC(NC3C=CC(C(F)(F)F)=CC=3)=O)=CC=2)C=1)=O)C(OC)=O.O.[OH-].[Li+].Cl>C1COCC1.O>[F:1][C:2]1[CH:7]=[CH:6][CH:5]=[CH:4][C:3]=1[NH:8][C:9](=[O:32])[NH:10][C:11]1[CH:12]=[CH:13][C:14]([C:17]2[CH:21]=[C:20]([C:22]([NH:24][C@@H:25]([CH2:30][OH:31])[C:26]([OH:28])=[O:27])=[O:23])[O:19][N:18]=2)=[CH:15][CH:16]=1 |f:2.3.4|. Reported procedure: (S)-methyl 2-(3-(4-(3-(2-fluorophenyl)ureido)phenyl)isoxazole-5-carboxamido)-3-hydroxypropanoate (compound of Example 275, 200 mg, 0.452 mmol) was dissolved in THF and water in 2:1 ratio. Lithium hydroxide monohydrate (29 mg, 0.678 mmol) was added and the reaction mixture was stirred at RT for 4 hours. The reaction mixture was acidified with dilute HCl and extracted with EtOAc. Organic layer was separated, dried over Na2SO4 and concentrated under reduced pressure. Crude compound was purified by ...